Dataset: the Open Reaction Database (ORD), a public repository of structured organic reaction records. Task: describe an organic reaction: reactants, conditions, products, and yield Starting materials: C(C)OC(C1=C(C=C(C=C1)OC1=NC=CC=C1)CBr)=O (2-bromomethyl-4-(pyridin-2-yloxy)-benzoic acid ethyl ester), N(CC(=O)OC)S(=O)(=O)C1=CC=C(C)C=C1 (Ts-Gly-OMe), C([O-])([O-])=O.[K+].[K+] (potassium carbonate). Solvent: CN(C)C=O (DMF), CCOC(=O)C (EtOAc). Reaction conditions: time 8 hour. Product: C(C)OC(C1=C(C=C(C=C1)OC1=NC=CC=C1)CN(S(=O)(=O)C1=CC=C(C=C1)C)CC(=O)OC)=O (2-{[Methoxycarbonylmethyl-(toluene-4-sulfonyl)-amino]-methyl}-4-(pyridin-2-yloxy)-benzoic acid ethyl ester). The yield is 72.4%. As a reaction SMILES: [CH2:1]([O:3][C:4](=[O:20])[C:5]1[CH:10]=[CH:9][C:8]([O:11][C:12]2[CH:17]=[CH:16][CH:15]=[CH:14][N:13]=2)=[CH:7][C:6]=1[CH2:18]Br)[CH3:2].[NH:21]([S:27]([C:30]1[CH:36]=[CH:35][C:33]([CH3:34])=[CH:32][CH:31]=1)(=[O:29])=[O:28])[CH2:22][C:23]([O:25][CH3:26])=[O:24].C(=O)([O-])[O-].[K+].[K+]>CN(C=O)C.CCOC(C)=O>[CH2:1]([O:3][C:4](=[O:20])[C:5]1[CH:10]=[CH:9][C:8]([O:11][C:12]2[CH:17]=[CH:16][CH:15]=[CH:14][N:13]=2)=[CH:7][C:6]=1[CH2:18][N:21]([CH2:22][C:23]([O:25][CH3:26])=[O:24])[S:27]([C:30]1[CH:31]=[CH:32][C:33]([CH3:34])=[CH:35][CH:36]=1)(=[O:29])=[O:28])[CH3:2] |f:2.3.4|. Reported procedure: A mixture of 2-bromomethyl-4-(pyridin-2-yloxy)-benzoic acid ethyl ester (855 mg, crude from previous step), Ts-Gly-OMe (502 mg), potassium carbonate (425 mg) and KI (32 mg) in DMF (10 mL) was stirred at rt overnight. Then the reaction mixture was diluted with EtOAc, washed with water, diluted NaCl sol and dried over anhydrous sodium sulfate, filtered, concentrated and the residue was column purified to give product (745 mg). LC MS ESI+: 499 (M+1)+. Starting materials: OC=1C2=C(N=CN1)C=C(S2)C2=CC=CC=C2 (4-hydroxy-(6-phenyl)-thieno[3,2-d]pyrimidine), ClC(C)Cl (dichloroethane), NC=1C=C2C=CNC2=CC1 (5-amino-indole), S1C(=CC=C1)P (thiphenylphosphine), C(Cl)(Cl)(Cl)Cl (carbon tetrachloride). Yields the product N1C=CC2=CC(=CC=C12)NC=1C2=C(N=CN1)C=C(S2)C2=CC=CC=C2 ((1H-Indol-5-yl)-(6-phenyl-thieno[3,2-d]pyrimidin-4-yl)-amine). As a reaction SMILES: O[C:2]1[C:3]2[S:10][C:9]([C:11]3[CH:16]=[CH:15][CH:14]=[CH:13][CH:12]=3)=[CH:8][C:4]=2[N:5]=[CH:6][N:7]=1.S1C=CC=C1P.C(Cl)(Cl)(Cl)Cl.ClC(Cl)C.[NH2:32][C:33]1[CH:34]=[C:35]2[C:39](=[CH:40][CH:41]=1)[NH:38][CH:37]=[CH:36]2>>[NH:38]1[C:39]2[C:35](=[CH:34][C:33]([NH:32][C:2]3[C:3]4[S:10][C:9]([C:11]5[CH:16]=[CH:15][CH:14]=[CH:13][CH:12]=5)=[CH:8][C:4]=4[N:5]=[CH:6][N:7]=3)=[CH:41][CH:40]=2)[CH:36]=[CH:37]1. Reported procedure: In a 125 mL single neck round bottom flask with reflux condenser, 4-hydroxy-(6-phenyl)-thieno[3,2-d]pyrimidine was combined with thiphenylphosphine polymers (900 mg, 2.7 mmole), carbon tetrachloride (1.1 mL, 11 mmole) and dichloroethane (15 mL). Boiling chips were added and the mixture was refluxed for 18 hours. The mixture was cooled to ambient temperature and filtered into a second single neck round bottom flask. The polymer was washed with 25 mL 10% dichloroethane/tert-butanol. The organic la... Starting materials: FC1=CC=C(C(CCNC2=C(N(C3=CC(=CC(=C23)Cl)Cl)C(=O)OC(C)(C)C)C(=O)OCC)=O)C=C1 (3-[(p-fluorophenacyl)methylamino]-2-carbethoxy-4,6-dichloro-1-(tert-butyloxycarbonyl)-indole), FC(C(=O)O)(F)F (trifluoracetic acid). Run in C(Cl)Cl (methylene chloride). Product: FC1=CC=C(C(CCNC2=C(NC3=CC(=CC(=C23)Cl)Cl)C(=O)OCC)=O)C=C1 (3-[(p-fluorophenacyl)methylamino]-2-carbethoxy-4,6-dichloroindole). Yield: 72.4%. Reaction SMILES: [F:1][C:2]1[CH:35]=[CH:34][C:5]([C:6](=[O:33])[CH2:7][CH2:8][NH:9][C:10]2[C:18]3[C:13](=[CH:14][C:15]([Cl:20])=[CH:16][C:17]=3[Cl:19])[N:12](C(OC(C)(C)C)=O)[C:11]=2[C:28]([O:30][CH2:31][CH3:32])=[O:29])=[CH:4][CH:3]=1.FC(F)(F)C(O)=O>C(Cl)Cl>[F:1][C:2]1[CH:3]=[CH:4][C:5]([C:6](=[O:33])[CH2:7][CH2:8][NH:9][C:10]2[C:18]3[C:13](=[CH:14][C:15]([Cl:20])=[CH:16][C:17]=3[Cl:19])[NH:12][C:11]=2[C:28]([O:30][CH2:31][CH3:32])=[O:29])=[CH:34][CH:35]=1. Reported procedure: Dissolve 3-[(p-fluorophenacyl)methylamino]-2-carbethoxy-4,6-dichloro-1-(tert-butyloxycarbonyl)-indole (1.2 g, 2.35 mmol) in methylene chloride. Add trifluoracetic acid and stir for 2 hours. Concentrate the reaction in vacuo and recrystallize the residue from hot ethyl acetate/hexane to yield the title compound (720 mg, 74%). The reactants are NC1=CC=C2C(=C(N(C2=C1)CC1=C(C=CC=C1)Cl)CCC)C(C(C)C)=O (6-amino-1-(2-chlorobenzyl)-3-isobutyryl-2-propylindole), C(=O)OC(C)=O (acetic formic anhydride). Solvent: ClCCl (dichloromethane), ClCCl (dichloromethane). Conditions: temperature 0 celsius, time 10 minute. Product: ClC1=C(CN2C(=C(C3=CC=C(C=C23)NC=O)C(C(C)C)=O)CCC)C=CC=C1 (1-(2-chlorobenzyl)-6-formamido-3-isobutyryl-2-propylindole). As a reaction SMILES: [NH2:1][C:2]1[CH:10]=[C:9]2[C:5]([C:6]([C:22](=[O:26])[CH:23]([CH3:25])[CH3:24])=[C:7]([CH2:19][CH2:20][CH3:21])[N:8]2[CH2:11][C:12]2[CH:17]=[CH:16][CH:15]=[CH:14][C:13]=2[Cl:18])=[CH:4][CH:3]=1.[CH:27](OC(=O)C)=[O:28]>ClCCl>[Cl:18][C:13]1[CH:14]=[CH:15][CH:16]=[CH:17][C:12]=1[CH2:11][N:8]1[C:9]2[C:5](=[CH:4][CH:3]=[C:2]([NH:1][CH:27]=[O:28])[CH:10]=2)[C:6]([C:22](=[O:26])[CH:23]([CH3:25])[CH3:24])=[C:7]1[CH2:19][CH2:20][CH3:21]. Procedure: To a stirred solution of 6-amino-1-(2-chlorobenzyl)-3-isobutyryl-2-propylindole (147 mg) in dichloromethane (2 ml) was added acetic formic anhydride (0.5 ml) at 0° C. The reaction mixture was stirred at 0° C. for 10 minutes, then diluted with dichloromethane. The organic phase was washed with water and brine, dried over magnesium sulfate and evaporated in vacuo. The residue was chromatographed on silica gel eluting with a mixture of ethyl acetate and hexane (1:2) to give crystals which were recr...